From a dataset of the Open Reaction Database (ORD), a public repository of structured organic reaction records. describe an organic reaction: reactants, conditions, products, and yield Starting materials: O=CO, COC(=O)C(Cc1ccc(Cl)cc1)(OC)OC. The product is COC(=O)CCc1ccc(Cl)cc1. RXN SMILES: [CH:18]([OH:19])=[O:20].[Cl:1][c:2]1[cH:3][cH:4][c:5]([CH2:8][C:9]([C:10](=[O:11])[O:12][CH3:13])([O:14][CH3:15])[O:16][CH3:17])[cH:6][cH:7]1>>[Cl:1][c:2]1[cH:3][cH:4][c:5]([CH2:8][CH2:9][C:10](=[O:11])[O:12][CH3:13])[cH:6][cH:7]1. Starting materials: C([O-])([O-])=O.[Cs+].[Cs+] (cesium carbonate), CC1(C2=C(C(=CC=C2)P(C3=CC=CC=C3)C4=CC=CC=C4)OC5=C(C=CC=C51)P(C6=CC=CC=C6)C7=CC=CC=C7)C (Xantphos), BrC=1C=C(C=NC1)N1C(=NC2=C1C=C(C=C2)F)C(C)NC(C)=O (N-(1-(1-(5-bromopyridin-3-yl)-6-fluoro-1H-benzo[d]imidazol-2-yl)ethyl)acetamide), CS(=O)(=O)N (methanesulfonamide). The reagents and catalysts are C=1C=CC(=CC1)/C=C/C(=O)/C=C/C2=CC=CC=C2.C=1C=CC(=CC1)/C=C/C(=O)/C=C/C2=CC=CC=C2.C=1C=CC(=CC1)/C=C/C(=O)/C=C/C2=CC=CC=C2.[Pd].[Pd] (Pd2(dba)3). Run in O1CCOCC1 (dioxane). Reaction conditions: temperature 120 celsius, time 3 hour. Product: FC=1C=CC2=C(N(C(=N2)C(C)NC(C)=O)C=2C=NC=C(C2)NS(=O)(=O)C)C1 (N-(1-(6-fluoro-1-(5-(methylsulfonamido)pyridin-3-yl)-1H-benzo[d]imidazol-2-yl)ethyl)acetamide). Reaction SMILES: C(=O)([O-])[O-].[Cs+].[Cs+].CC1(C)C2C(=C(P(C3C=CC=CC=3)C3C=CC=CC=3)C=CC=2)OC2C(P(C3C=CC=CC=3)C3C=CC=CC=3)=CC=CC1=2.Br[C:50]1[CH:51]=[C:52]([N:56]2[C:60]3[CH:61]=[C:62]([F:65])[CH:63]=[CH:64][C:59]=3[N:58]=[C:57]2[CH:66]([NH:68][C:69](=[O:71])[CH3:70])[CH3:67])[CH:53]=[N:54][CH:55]=1.[CH3:72][S:73]([NH2:76])(=[O:75])=[O:74]>O1CCOCC1.C1C=CC(/C=C/C(/C=C/C2C=CC=CC=2)=O)=CC=1.C1C=CC(/C=C/C(/C=C/C2C=CC=CC=2)=O)=CC=1.C1C=CC(/C=C/C(/C=C/C2C=CC=CC=2)=O)=CC=1.[Pd].[Pd]>[F:65][C:62]1[CH:63]=[CH:64][C:59]2[N:58]=[C:57]([CH:66]([NH:68][C:69](=[O:71])[CH3:70])[CH3:67])[N:56]([C:52]3[CH:53]=[N:54][CH:55]=[C:50]([NH:76][S:73]([CH3:72])(=[O:75])=[O:74])[CH:51]=3)[C:60]=2[CH:61]=1 |f:0.1.2,7.8.9.10.11|. Procedure details: To a microwave vial was added cesium carbonate (1.30 g, 3.98 mmol), Pd2(dba)3 (0.146 g, 0.159 mmol), Xantphos (0.230 g, 0.398 mmol), N-(1-(1-(5-bromopyridin-3-yl)-6-fluoro-1H-benzo[d]imidazol-2-yl)ethyl)acetamide (0.600 g, 1.59 mmol), and methanesulfonamide (0.166 g, 1.75 mmol) in dioxane (7.95 mL). The suspension was purged with nitrogen for 5 min then was stirred at 120° C. for 3 h under microwave irradiation. The solution was loaded directly onto silica gel then purified by MPLC (eluted with ... Starting materials: [N+](=O)([O-])C1=C2C(C=CC(C2=CC=C1)=O)=O (5-nitro-1,4-naphthoquinone), C=CC=C (1,3-butadiene), [N+](=O)([O-])C1=CC=CC2=CC=CC=C12 (1-nitronaphthalene), C=CC=C (1,3-butadiene). Product: [N+](=O)([O-])C1=C2C(C3CC=CCC3C(C2=CC=C1)=O)=O (5-nitro-1,4,4a,9a-tetrahydroanthraquinone). RXN SMILES: [N+:1]([C:4]1[CH:13]=[CH:12][CH:11]=[C:10]2[C:5]=1[C:6](=[O:15])[CH:7]=[CH:8][C:9]2=[O:14])([O-:3])=[O:2].[CH2:16]=[CH:17][CH:18]=[CH2:19].[N+](C1C2C(=CC=CC=2)C=CC=1)([O-])=O>>[N+:1]([C:4]1[CH:13]=[CH:12][CH:11]=[C:10]2[C:5]=1[C:6](=[O:15])[CH:7]1[CH:8]([C:9]2=[O:14])[CH2:19][CH:18]=[CH:17][CH2:16]1)([O-:3])=[O:2]. Procedure details: The 5-nitro-1,4-naphthoquinone introduced into the reactor 8 for the Diels-Alder reaction is subjected to Diels-Alder reaction with 1,3-butadiene introduced from the tank 9 via a line 26 at a suitable temperature under a suitable pressure in the presence of a suitable solvent introduced from the tank 7 via a line 27. Since the unreacted 1-nitronaphthalene present in the reaction solution does not react with 1,3-butadiene, no side reaction occurs. The reaction mixture is filtered in the filter 10... Reactants: NC1=C(C(=NO1)C1=C(C=CC=C1)Cl)C(=O)O (5-amino-3-(2-chlorophenyl)isoxazol-4-carboxylic acid), ClCCl (dichloromethane), Cl.C(C)N=C=NCCCN(C)C (1-ethyl-3-(dimethylaminopropyl)carbodiimide hydrochloride), N1CCN(CC1)C(=O)OCC (ethyl piperazine-4-carboxylate). The product is C(C)OC(=O)C1CCN(CC1)C(=O)C=1C(=NOC1N)C1=C(C=CC=C1)Cl (ethyl-1-(5-amino-3-(2-chlorophenyl)isoxazol-4-carbonyl)piperidine-4-carboxylate). Isolated yield 60.0%. Reaction SMILES: [NH2:1][C:2]1[O:6][N:5]=[C:4]([C:7]2[CH:12]=[CH:11][CH:10]=[CH:9][C:8]=2[Cl:13])[C:3]=1[C:14]([OH:16])=O.Cl.C(N=C=N[CH2:23][CH2:24][CH2:25][N:26]([CH3:28])C)C.N1CCN([C:35]([O:37][CH2:38][CH3:39])=[O:36])CC1.Cl[CH2:41]Cl>>[CH2:38]([O:37][C:35]([CH:23]1[CH2:24][CH2:25][N:26]([C:14]([C:3]2[C:4]([C:7]3[CH:12]=[CH:11][CH:10]=[CH:9][C:8]=3[Cl:13])=[N:5][O:6][C:2]=2[NH2:1])=[O:16])[CH2:28][CH2:41]1)=[O:36])[CH3:39] |f:1.2|. Procedure details: In a similar manner as described in Example 1, by using dichloromethane (30 mL), 5-amino-3-(2-chlorophenyl)isoxazol-4-carboxylic acid (439 mg, 1.84 mmol), 1-ethyl-3-(dimethylaminopropyl)carbodiimide hydrochloride (388 mg, 2.02 mmol) and ethyl piperazine-4-carboxylate (289 mg, 1.84 mmol), a white solid required compound (422 mg, 1.12 mmol, 60%) was obtained. Starting materials: N#Cc1cccc(-c2ncc[nH]2)c1, CCCc1c(CCl)nc2ccccn12, [H-], [Na+], CN(C)C=O. Yields the product CCCc1c(Cn2ccnc2-c2cccc(C#N)c2)nc2ccccn12. Reaction SMILES: [C:3](#[N:4])[c:5]1[cH:6][c:7](-[c:11]2[nH:12][cH:13][cH:14][n:15]2)[cH:8][cH:9][cH:10]1.[Cl:16][CH2:17][c:18]1[n:19][c:20]2[n:21]([cH:22][cH:23][cH:24][cH:25]2)[c:26]1[CH2:27][CH2:28][CH3:29].[H-:2].[Na+:1].[O:30]=[CH:31][N:32]([CH3:33])[CH3:34]>>[C:3](#[N:4])[c:5]1[cH:6][c:7](-[c:11]2[n:12][cH:13][cH:14][n:15]2[CH2:17][c:18]2[n:19][c:20]3[n:21]([cH:22][cH:23][cH:24][cH:25]3)[c:26]2[CH2:27][CH2:28][CH3:29])[cH:8][cH:9][cH:10]1. Starting materials: O=C(OOC(=O)c1ccccc1)c1ccccc1, ClC(Cl)(Cl)Cl, COC(=O)c1scc(C)c1Cl, O=S(=O)(Cl)Cl. The product is COC(=O)c1scc(CCl)c1Cl. As a reaction SMILES: [C:17]([O:18][O:19][C:20](=[O:21])[c:22]1[cH:23][cH:24][cH:25][cH:26][cH:27]1)(=[O:28])[c:29]1[cH:30][cH:31][cH:32][cH:33][cH:34]1.[C:35]([Cl:36])([Cl:37])([Cl:38])[Cl:39].[CH3:1][O:2][C:3](=[O:4])[c:5]1[s:6][cH:7][c:8]([CH3:11])[c:9]1[Cl:10].[S:12]([Cl:13])(=[O:14])([Cl:15])=[O:16]>>[CH3:1][O:2][C:3](=[O:4])[c:5]1[s:6][cH:7][c:8]([CH2:11][Cl:15])[c:9]1[Cl:10]. Starting materials: ClC1=CC=C(C=C1)C1(CCN(CC1)C1=NC(NC=N1)=O)O (4-[4-(4-Chlorophenyl)-4-hydroxypiperidin-1-yl]-1,3,5-triazin-2(1H)-one), OC1(CCN(CC1)C1=NC(NC=N1)=O)C1=CC=CC=C1 (4-(4-hydroxy-4-phenylpiperidin-1-yl)-1,3,5-triazin-2(1H)-one), CC1=CC=C(C=C1)S(=O)(=O)OCC=1SC(=CC1)C(F)(F)F ([5-(trifluoromethyl)thiophen-2-yl]methyl 4-methylbenzenesulfonate), C([O-])([O-])=O.[K+].[K+] (potassium carbonate), 92b, title compounds. Yields the product ClC1=CC=C(C=C1)C1(CCN(CC1)C1=NC(N(C=N1)CC=1SC(=CC1)C(F)(F)F)=O)O (4-[4-(4-Chlorophenyl)-4-hydroxy-piperidin-1-yl]1-{[5-(trifluoromethyl)thiophen-2-yl]methyl}1,3,5-triazin-2(1H)-one). Reaction SMILES: [Cl:1][C:2]1[CH:7]=[CH:6][C:5]([C:8]2([OH:21])[CH2:13][CH2:12][N:11]([C:14]3[N:19]=[CH:18][NH:17][C:16](=[O:20])[N:15]=3)[CH2:10][CH2:9]2)=[CH:4][CH:3]=1.OC1(C2C=CC=CC=2)CCN(C2N=CNC(=O)N=2)CC1.CC1C=CC(S(O[CH2:53][C:54]2[S:55][C:56]([C:59]([F:62])([F:61])[F:60])=[CH:57][CH:58]=2)(=O)=O)=CC=1.C(=O)([O-])[O-].[K+].[K+]>>[Cl:1][C:2]1[CH:7]=[CH:6][C:5]([C:8]2([OH:21])[CH2:13][CH2:12][N:11]([C:14]3[N:19]=[CH:18][N:17]([CH2:53][C:54]4[S:55][C:56]([C:59]([F:62])([F:61])[F:60])=[CH:57][CH:58]=4)[C:16](=[O:20])[N:15]=3)[CH2:10][CH2:9]2)=[CH:4][CH:3]=1 |f:3.4.5|. Procedure: A mixture (100 mg) of 4-[4-(4-Chlorophenyl)-4-hydroxypiperidin-1-yl]-1,3,5-triazin-2(1H)-one synthesized in Reference Synthesis Example 22a and 4-(4-hydroxy-4-phenylpiperidin-1-yl)-1,3,5-triazin-2(1H)-one, [5-(trifluoromethyl)thiophen-2-yl]methyl 4-methylbenzenesulfonate (558 mg, 0.65 mmol) synthesized in Reference Synthesis Example 51, and potassium carbonate (180 mg, 1.30 mmol) were used to obtain a mixture of compounds in Reference Synthesis Examples 92a and 92b being the title compounds (21 ...